The task is: describe an organic reaction: reactants, conditions, products, and yield. This data is from the Open Reaction Database (ORD), a public repository of structured organic reaction records. Starting materials: C(C)(C)(C)OC(N[C@H]1CN(CC1)C1=NC=CC=C1C(F)(F)F)=O ([(R)-1-(3-Trifluoromethylpyridin-2-yl)pyrrolidin-3-yl]-carbamic acid tert-butyl ester), C(=O)(C(F)(F)F)O (TFA). Run in C(Cl)Cl (DCM). Run at time 3 hour. Product: FC(C=1C(=NC=CC1)N1C[C@@H](CC1)N)(F)F ((R)-1-(3-Trifluoromethylpyridin-2-yl)pyrrolidin-3-ylamine). RXN SMILES: C(OC(=O)[NH:7][C@@H:8]1[CH2:12][CH2:11][N:10]([C:13]2[C:18]([C:19]([F:22])([F:21])[F:20])=[CH:17][CH:16]=[CH:15][N:14]=2)[CH2:9]1)(C)(C)C.C(O)(C(F)(F)F)=O>C(Cl)Cl>[F:21][C:19]([F:20])([F:22])[C:18]1[C:13]([N:10]2[CH2:11][CH2:12][C@@H:8]([NH2:7])[CH2:9]2)=[N:14][CH:15]=[CH:16][CH:17]=1. Procedure details: A solution of D1 (11.5 g, 0.04 mol) in DCM (80 ml) was cooled (ice-bath) and TFA (excess, 50ml) was added. Reaction was warmed to ambient temperature, stirred for 3 h and partitioned between ethyl acetate and aqueous sodium hydroxide. The organic phase was separated, dried (MgSO4) and filtered. Removal of solvent under reduced pressure afforded the crude product as a yellow oil. Bulb to bulb distillation under reduced pressure initially afforded the product as a oil which crystallised on standin... The product is O=C(CCN1CCN(c2cccc(C(F)(F)F)c2)CC1)Nc1ccccc1[N+](=O)[O-]. As a reaction SMILES: [Br:1][CH2:2][CH2:3][C:4](=[O:5])[NH:6][c:7]1[c:8]([N+:13](=[O:14])[O-:15])[cH:9][cH:10][cH:11][cH:12]1.[F:16][C:17]([c:18]1[cH:19][c:20]([N:24]2[CH2:25][CH2:26][NH:27][CH2:28][CH2:29]2)[cH:21][cH:22][cH:23]1)([F:30])[F:31]>>[CH2:2]([CH2:3][C:4](=[O:5])[NH:6][c:7]1[c:8]([N+:13](=[O:14])[O-:15])[cH:9][cH:10][cH:11][cH:12]1)[N:27]1[CH2:26][CH2:25][N:24]([c:20]2[cH:19][c:18]([C:17]([F:16])([F:30])[F:31])[cH:23][cH:22][cH:21]2)[CH2:29][CH2:28]1. Reactants: O=C(CCBr)Nc1ccccc1[N+](=O)[O-], FC(F)(F)c1cccc(N2CCNCC2)c1. Reactants: BrCCNC(=O)N1C2=C(NC(C3=C1C=C(C=C3)Cl)=O)C=CC=N2 (11-[[[2-bromo-ethyl]amino]carbonyl]-9-chloro-5,11-dihydro-6H-pyrido[2,3-b][1,4]benzodiazepin-6-one), C(C)N(CCCCC1CCNCC1)CC (4-[4-(diethylamino)butyl]piperidine). Run in CN(C=O)C (dimethylformamide). The product is ClC1=CC2=C(C(NC3=C(N2C(=O)NCCN2CCC(CC2)CCCCN(CC)CC)N=CC=C3)=O)C=C1 (9-Chloro-11-[[[2-[4-[4-(diethylamino)butyl]-piperidin-l-yl]ethyl]amino]carbonyl]-5,11-dihydro-6H-pyrido[2,3-b][1,4]benzodiazepin-6-one). Isolated yield 19.0%. Reaction SMILES: Br[CH2:2][CH2:3][NH:4][C:5]([N:7]1[C:13]2[CH:14]=[C:15]([Cl:18])[CH:16]=[CH:17][C:12]=2[C:11](=[O:19])[NH:10][C:9]2[CH:20]=[CH:21][CH:22]=[N:23][C:8]1=2)=[O:6].[CH2:24]([N:26]([CH2:37][CH3:38])[CH2:27][CH2:28][CH2:29][CH2:30][CH:31]1[CH2:36][CH2:35][NH:34][CH2:33][CH2:32]1)[CH3:25]>CN(C)C=O>[Cl:18][C:15]1[CH:16]=[CH:17][C:12]2[C:11](=[O:19])[NH:10][C:9]3[CH:20]=[CH:21][CH:22]=[N:23][C:8]=3[N:7]([C:5]([NH:4][CH2:3][CH2:2][N:34]3[CH2:35][CH2:36][CH:31]([CH2:30][CH2:29][CH2:28][CH2:27][N:26]([CH2:37][CH3:38])[CH2:24][CH3:25])[CH2:32][CH2:33]3)=[O:6])[C:13]=2[CH:14]=1. Procedure details: Prepared analogously to Example 109 from 11-[[[2-bromo-ethyl]amino]carbonyl]-9-chloro-5,11-dihydro-6H-pyrido[2,3-b][1,4]benzodiazepin-6-one and 4-[4-(diethylamino)butyl]piperidine, but using dimethylformamide instead of acetonitrile, in a yield of 19% of theory. Colourless crystals, m.p. 157° C. The reactants are FC(C1=CC=2N(C=C1)C(=C(N2)NC(OC(C)(C)C)=O)C)(F)F (tert-Butyl (7-trifluoromethyl-3-methylimidazo[1,2-a]pyridin-2-yl)carbamate), Cl (HCl). The solvent is O1CCOCC1 (dioxane). Run at time 2 hour. Yields the product Cl.NC=1N=C2N(C=CC(=C2)C(F)(F)F)C1C (2-Amino-7-trifluoromethyl-3-methylimidazo[1,2-a]pyridine hydrochloride). RXN SMILES: [F:1][C:2]([F:22])([F:21])[C:3]1[CH:8]=[CH:7][N:6]2[C:9]([CH3:20])=[C:10]([NH:12]C(=O)OC(C)(C)C)[N:11]=[C:5]2[CH:4]=1.[ClH:23]>O1CCOCC1>[ClH:23].[NH2:12][C:10]1[N:11]=[C:5]2[CH:4]=[C:3]([C:2]([F:22])([F:1])[F:21])[CH:8]=[CH:7][N:6]2[C:9]=1[CH3:20] |f:3.4|. Procedure: Compound 17-C (0.221 g, 0.7 mmol) was dissolved in 4N HCl in dioxane (7 mL) and the reaction mixture was stirred for 2 h at room temperature. The solvent was evaporated in vacuo to give compound 17-D as a light yellow solid; MS m/z (M+H+) 216. Reactants: ClP1N(P(N1C(C)(C)C)Cl)C(C)(C)C (2,4-dichloro-1,3-di-tert-butyl-1,3,2,4-diazadiphosphetidine), C(C)(C)(C)C1=C(C(=CC(=C1)C)C(C)(C)C)O (2,6-di-tert-butyl-4-methylphenol). Solvent: C(C)N(CC)CC (triethylamine). Yields the product C(C)(C)(C)C1=C(OP2N(P(N2C(C)(C)C)OC2=C(C=C(C=C2C(C)(C)C)C)C(C)(C)C)C(C)(C)C)C(=CC(=C1)C)C(C)(C)C (2,4-Di(2,6-di-tert-butyl-4-methylphenoxy)-1,3-di-tert-butyl-1,3,2,4-diazadiphosphetidine). As a reaction SMILES: Cl[P:2]1[N:5]([C:6]([CH3:9])([CH3:8])[CH3:7])[P:4](Cl)[N:3]1[C:11]([CH3:14])([CH3:13])[CH3:12].[C:15]([C:19]1[CH:24]=[C:23]([CH3:25])[CH:22]=[C:21]([C:26]([CH3:29])([CH3:28])[CH3:27])[C:20]=1[OH:30])([CH3:18])([CH3:17])[CH3:16]>C(N(CC)CC)C>[C:26]([C:21]1[CH:22]=[C:23]([CH3:25])[CH:24]=[C:19]([C:15]([CH3:18])([CH3:17])[CH3:16])[C:20]=1[O:30][P:2]1[N:5]([C:6]([CH3:9])([CH3:8])[CH3:7])[P:4]([O:30][C:20]2[C:21]([C:26]([CH3:27])([CH3:28])[CH3:29])=[CH:22][C:23]([CH3:25])=[CH:24][C:19]=2[C:15]([CH3:18])([CH3:17])[CH3:16])[N:3]1[C:11]([CH3:14])([CH3:13])[CH3:12])([CH3:29])([CH3:28])[CH3:27]. Procedure: The procedure of Example 1 is repeated using 2,4-dichloro-1,3-di-tert-butyl-1,3,2,4-diazadiphosphetidine, 2,6-di-tert-butyl-4-methylphenol and triethylamine to give the title compound. Starting materials: FC(C(=O)O)(F)F (trifluoroacetic acid), COC=1C=C(C#N)C=CC1O (3-methoxy-4-hydroxybenzonitrile), C(=C)OCC (ethyl vinyl ether), O1CCCC1 (tetrahydrofuran). Solvent: C(C)N(CC)CC (triethylamine). Conditions: time 8 hour. The product is COC=1C=C(C#N)C=CC1OC(C)OCC (3-methoxy-4-(2-ethoxy-1-oxapropyl)benzonitrile). RXN SMILES: FC(F)(F)C(O)=O.[CH3:8][O:9][C:10]1[CH:11]=[C:12]([CH:15]=[CH:16][C:17]=1[OH:18])[C:13]#[N:14].[CH:19]([O:21][CH2:22][CH3:23])=[CH2:20].O1CCCC1>C(N(CC)CC)C>[CH3:8][O:9][C:10]1[CH:11]=[C:12]([CH:15]=[CH:16][C:17]=1[O:18][CH:19]([O:21][CH2:22][CH3:23])[CH3:20])[C:13]#[N:14]. Procedure details: Two ml trifluoroacetic acid was added slowly to a chilled solution of 20 g of 3-methoxy-4-hydroxybenzonitrile, 50.7 ml of ethyl vinyl ether and 50 ml tetrahydrofuran (THF). The mixture was stirred at room temperature overnight. 7.5 ml of triethylamine was added to the mixture and stirring was continued for several minutes followed by solvent evaporation. The residue was partitioned between 400 ml of ether and 100 ml 1 N NaOH. The remaining ether layer was washed with 100 ml H2O and with 100 ml b... The reactants are CC(C)(C)OC(=O)[C@H](C1=CC=CC=C1)N.Cl (H-PhG-OtBu HCl), Cl.C(C)(C)(C)OC([C@@H](N)CC1=CC=CC=C1)=O (phenylalanine tert butyl ester hydrochloride). The product is N[C@@H](CC1=CNC2=CC=CC=C12)C(=O)OC(C)(C)C.Cl (H-Trp-OtBu HCl). RXN SMILES: [CH3:1][C:2]([O:5][C:6]([C@@H:8]([NH2:15])[C:9]1C=CC=CC=1)=[O:7])([CH3:4])[CH3:3].[ClH:16].Cl.C(OC(=O)[C@H:24]([CH2:26][C:27]1[CH:32]=[CH:31][CH:30]=[CH:29][CH:28]=1)[NH2:25])(C)(C)C>>[NH2:15][C@H:8]([C:6]([O:5][C:2]([CH3:4])([CH3:3])[CH3:1])=[O:7])[CH2:9][C:26]1[C:27]2[C:28](=[CH:29][CH:30]=[CH:31][CH:32]=2)[NH:25][CH:24]=1.[ClH:16] |f:0.1,2.3,4.5|. Procedure details: H-PhG-OtBu HCl for phenylalanine tert butyl ester hydrochloride, the following compounds were prepared: The reactants are N1C(CC2=CC=CC=C12)=O (indolin-2-one), COCCO (2-methoxyethanol). Reagents/catalysts: [Ni] (Raney nickel). Run in C1CCOC1 (THF). Yields the product COCCC1C(NC2=CC=CC=C12)=O (3-(2-methoxy-ethyl)-1,3-dihydro-indol-2-one). Reaction SMILES: [NH:1]1[C:9]2[C:4](=[CH:5][CH:6]=[CH:7][CH:8]=2)[CH2:3][C:2]1=[O:10].[CH3:11][O:12][CH2:13][CH2:14]O>[Ni].C1COCC1>[CH3:11][O:12][CH2:13][CH2:14][CH:3]1[C:4]2[C:9](=[CH:8][CH:7]=[CH:6][CH:5]=2)[NH:1][C:2]1=[O:10]. Procedure details: 2.0 g (15 mmol) indolin-2-one, 5 mL (63 mmol) 2-methoxyethanol and 1.5 g Raney nickel in 20 mL THF were stirred for 4 h at 200° C. in an autoclave. After the catalyst had been filtered off the mother liquor was evaporated down, the residue was triturated with diisopropylether, suction filtered and dried Procedure details: 16.3 g. (0.1 mol) o-(1-Cyclohexenyl)-benzaldehyde were heated for 4 hours in a Dean and Stark apparatus with 6.85 g. (0.11 mol) ethyleneglycol and 1 g. p-toluenesulphonic acid in 400 ml. toluene. Thereafter, the calculated amount of water had separated off. The isolated protected aldehyde was taken up in ethanol and hydrogenated over platinum oxide as catalyst. After filtering and evaporating off the solvent, the crude product was taken up in 300 ml. dioxan, mixed with 80 ml. of a 10% aqueous so... The yield is 65.0%. Starting materials: C1(=CCCCC1)C1=C(C=O)C=CC=C1 (o-(1-Cyclohexenyl)-benzaldehyde), C(CO)O (ethyleneglycol), C1(=CC=C(C=C1)S(=O)(=O)O)C (p-toluenesulphonic acid). Solvent: C1(=CC=CC=C1)C (toluene). As a reaction SMILES: [C:1]1([C:7]2[CH:14]=[CH:13][CH:12]=[CH:11][C:8]=2[CH:9]=[O:10])[CH2:6][CH2:5][CH2:4][CH2:3][CH:2]=1.C(O)CO.C1(C)C=CC(S(O)(=O)=O)=CC=1>C1(C)C=CC=CC=1>[CH:1]1([C:7]2[CH:14]=[CH:13][CH:12]=[CH:11][C:8]=2[CH:9]=[O:10])[CH2:2][CH2:3][CH2:4][CH2:5][CH2:6]1. Product: C1(CCCCC1)C1=C(C=O)C=CC=C1 (o-(1-Cyclohexyl)-benzaldehyde).